From a dataset of the Open Reaction Database (ORD), a public repository of structured organic reaction records. describe an organic reaction: reactants, conditions, products, and yield Reactants: NC1=C(C=C(C=C1)C(=O)OC)O (2-amino-5-methoxycarbonylphenol), C(C)(=O)OCC (ethyl acetate), C(O)([O-])=O.[Na+] (sodium hydrogen carbonate), Cl[C@H](C(=O)Cl)CC ((S)-2-chlorobutyryl chloride). The solvent is O (water). Conditions: time 10 minute. Product: C(C)[C@H]1OC2=C(NC1=O)C=CC(=C2)C(=O)OC ((R)-2-ethyl-7-methoxycarbonyl-3-oxo-3,4-dihydro-2H-1,4-benzoxazine). The yield is 72.3%. RXN SMILES: [NH2:1][C:2]1[CH:7]=[CH:6][C:5]([C:8]([O:10][CH3:11])=[O:9])=[CH:4][C:3]=1[OH:12].C(OCC)(=O)C.C(=O)([O-])O.[Na+].Cl[C@@H:25]([CH2:29][CH3:30])[C:26](Cl)=[O:27]>O>[CH2:29]([C@@H:25]1[C:26](=[O:27])[NH:1][C:2]2[CH:7]=[CH:6][C:5]([C:8]([O:10][CH3:11])=[O:9])=[CH:4][C:3]=2[O:12]1)[CH3:30] |f:2.3|. Reported procedure: To a solution of 2-amino-5-methoxycarbonylphenol [Tetrahedron, 46(15), 5177-5186 (1990)] (5.90 g) in a mixed solvent of ethyl acetate (60 ml) and water (60 ml) were added sodium hydrogen carbonate (5.40 g) and (S)-2-chlorobutyryl chloride (7.00 g) and the mixture was stirred at room temperature for 10 minutes. The organic layer was separated and the solvent was distilled off under reduced pressure. The resulting residue was dissolved in dimethylformamide (70 ml), to the solution was added potass... The reactants are BrC(C)C1=CC=NC=2N1N=CN2 (7-(1-bromoethyl)-1,2,4-triazolo[1,5-a]pyrimidine), COC1=CC=C(C=C1)O (4-methoxyphenol), [H-].[Na+] (sodium hydride). Run in COCCOC (1,2-dimethoxyethane), COCCOC (1,2-dimethoxyethane), COCCOC (1,2-dimethoxyethane). Reaction conditions: time 30 minute. Product: COC1=CC=C(OC(C)C2=CC=NC=3N2N=CN3)C=C1 (7-[1-(4-methoxyphenoxy)ethyl]-1,2,4-triazolo[1,5-a]pyrimidine). RXN SMILES: [CH3:1][O:2][C:3]1[CH:8]=[CH:7][C:6]([OH:9])=[CH:5][CH:4]=1.[H-].[Na+].Br[CH:13]([C:15]1[N:20]2[N:21]=[CH:22][N:23]=[C:19]2[N:18]=[CH:17][CH:16]=1)[CH3:14]>COCCOC>[CH3:1][O:2][C:3]1[CH:8]=[CH:7][C:6]([O:9][CH:13]([C:15]2[N:20]3[N:21]=[CH:22][N:23]=[C:19]3[N:18]=[CH:17][CH:16]=2)[CH3:14])=[CH:5][CH:4]=1 |f:1.2|. Procedure: A solution of 4-methoxyphenol (1,24 g) in dry 1,2-dimethoxyethane was added slowly to a stirred suspension of sodium hydride (0.48 g) in dry 1,2-dimethoxyethane (35 ml). The mixture was stirred for 30 minutes, then a solution of 7-(1-bromoethyl)-1,2,4-triazolo[1,5-a]pyrimidine (2.27 g) in dry 1,2-dimethoxyethane (85 ml) was added dropwise. The reaction mixture was stirred overnight at room temperature, filtered and the solvent was evaporated from the filtrate under reduced pressure. The residue ... Reactants: COc1nc2c(ccc3cnn(CC(C)NC(=O)OCc4ccccc4)c32)o1, CO, [H][H]. The product is COc1nc2c(ccc3cnn(CC(C)N)c32)o1. RXN SMILES: [CH3:1][O:2][c:3]1[o:4][c:5]2[c:6]([n:7]1)[c:8]1[c:9]([cH:10][cH:11]2)[cH:12][n:13][n:14]1[CH2:15][CH:16]([CH3:17])[NH:18][C:19](=[O:20])[O:21][CH2:22][c:23]1[cH:24][cH:25][cH:26][cH:27][cH:28]1.[CH3:31][OH:32].[H:29][H:30]>>[CH3:1][O:2][c:3]1[o:4][c:5]2[c:6]([n:7]1)[c:8]1[c:9]([cH:10][cH:11]2)[cH:12][n:13][n:14]1[CH2:15][CH:16]([CH3:17])[NH2:18]. Starting materials: N (ammonia), FC1=NC(=CC(=N1)F)OC(F)(F)F (2,4-difluoro-6-trifluoromethoxypyrimidine). The solvent is C(C)OCC (diethyl ether). Reaction conditions: time 1 hour. Product: NC1=NC(=CC(=N1)F)OC(F)(F)F (2-Amino-4-floro-6-trifluoromethoxypyrimidine). RXN SMILES: [NH3:1].F[C:3]1[N:8]=[C:7]([F:9])[CH:6]=[C:5]([O:10][C:11]([F:14])([F:13])[F:12])[N:4]=1>C(OCC)C>[NH2:1][C:3]1[N:8]=[C:7]([F:9])[CH:6]=[C:5]([O:10][C:11]([F:14])([F:13])[F:12])[N:4]=1. Reported procedure: 8.7 g (0.51 mol) of gaseous ammonia were passed into a mixture of 51 g (0.255 mol) of 2,4-difluoro-6-trifluoromethoxypyrimidine in 200 ml of diethyl ether in the course of 1 hour at from -75° to -70° C. while stirring. Stirring was continued for a further 11/2 hours at -70° C. and for 1 hour at room temperature. The reaction mixture was evaporated down under reduced pressure, the residue was taken up in methylene chloride and the solution was extracted with water. After the organic phase had bee... Starting materials: CC(C)(C)N, CNC(=O)c1c(-c2ccc(F)cc2)nn2ccc(-c3cccc(C(=O)O)c3)cc12, O=C(O)C(F)(F)F. The product is CNC(=O)c1c(-c2ccc(F)cc2)nn2ccc(-c3cccc(C(=O)NC(C)(C)C)c3)cc12. As a reaction SMILES: [CH3:30][C:31]([CH3:32])([CH3:33])[NH2:34].[F:1][c:2]1[cH:3][cH:4][c:5](-[c:8]2[n:9][n:10]3[c:11]([cH:12][c:13](-[c:16]4[cH:17][c:18]([C:19](=[O:20])[OH:21])[cH:22][cH:23][cH:24]4)[cH:14][cH:15]3)[c:25]2[C:26]([NH:27][CH3:28])=[O:29])[cH:6][cH:7]1.[F:35][C:36]([F:37])([F:38])[C:39]([OH:40])=[O:41]>>[F:1][c:2]1[cH:3][cH:4][c:5](-[c:8]2[n:9][n:10]3[c:11]([cH:12][c:13](-[c:16]4[cH:17][c:18]([C:19](=[O:21])[NH:34][C:31]([CH3:30])([CH3:32])[CH3:33])[cH:22][cH:23][cH:24]4)[cH:14][cH:15]3)[c:25]2[C:26]([NH:27][CH3:28])=[O:29])[cH:6][cH:7]1. Reactants: C(#N)C1=CC(=C(C2=C1N=CN2)C)[N+](=O)[O-] (7-cyano-4-methyl-5-nitrobenzimidazole). The reagents and catalysts are [Pd] (Pd/C). Run in CO (methanol). The product is NC1=C(C2=C(N=CN2)C(=C1)C#N)C (5-Amino-7-cyano4-methylbenzimidazole). Isolated yield 516.2%. As a reaction SMILES: [C:1]([C:3]1[C:8]2[N:9]=[CH:10][NH:11][C:7]=2[C:6]([CH3:12])=[C:5]([N+:13]([O-])=O)[CH:4]=1)#[N:2]>CO.[Pd]>[NH2:13][C:5]1[CH:4]=[C:3]([C:1]#[N:2])[C:8]2[N:9]=[CH:10][NH:11][C:7]=2[C:6]=1[CH3:12]. Reported procedure: 5-Amino-7-cyano4-methylbenzimidazole (4 g) is prepared treating a heterogeneous solution of 7-cyano-4-methyl-5-nitrobenzimidazole (0.91 g, 0.0045 mol) and 10% Pd/C (100 mg) in methanol (200 mL) with an atmosphere of H2 (1 atm, balloon) for 14 hr. The resulting mixture is filtered through celite and concentrated via rotary evaporation to give rise to a yellow residue. This residue is chromatographed (silica gel, 95:5 ethyl acetate:methanol) to give rise to 5-amino-7-cyano4-methylbenzimidazole. 5-...